Dataset: the Open Reaction Database (ORD), a public repository of structured organic reaction records. Task: describe an organic reaction: reactants, conditions, products, and yield The reactants are CCN(C(=O)OC(C)(C)C)C(C)C(=O)NCCCc1ccccc1, CCOC(C)=O, Cl. The product is CCNC(C)C(=O)NCCCc1ccccc1. As a reaction SMILES: [C:1]([O:2][C:3](=[O:4])[N:8]([CH:9]([CH3:10])[C:11](=[O:12])[NH:13][CH2:14][CH2:15][CH2:16][c:17]1[cH:18][cH:19][cH:20][cH:21][cH:22]1)[CH2:23][CH3:24])([CH3:5])([CH3:6])[CH3:7].[C:25]([O:26][CH2:27][CH3:28])(=[O:29])[CH3:30].[ClH:31]>>[NH:8]([CH:9]([CH3:10])[C:11](=[O:12])[NH:13][CH2:14][CH2:15][CH2:16][c:17]1[cH:18][cH:19][cH:20][cH:21][cH:22]1)[CH2:23][CH3:24]. Reactants: CC(C)(C)CC(C)(C)NS(C)(=O)=O, C1CCOC1, O, O=Cc1cccnc1. Yields the product CC(C)(C)CC(C)(C)NS(=O)(=O)CC(O)c1cccnc1. RXN SMILES: [CH3:1][C:2]([CH2:3][C:4]([CH3:5])([CH3:6])[CH3:7])([CH3:8])[NH:9][S:10](=[O:11])(=[O:12])[CH3:13].[O:23]1[CH2:24][CH2:25][CH2:26][CH2:27]1.[OH2:22].[n:14]1[cH:15][c:16]([CH:20]=[O:21])[cH:17][cH:18][cH:19]1>>[CH3:1][C:2]([CH2:3][C:4]([CH3:5])([CH3:6])[CH3:7])([CH3:8])[NH:9][S:10](=[O:11])(=[O:12])[CH2:13][CH:20]([c:16]1[cH:15][n:14][cH:19][cH:18][cH:17]1)[OH:21]. The reactants are CC(C)(C)Oc2ccc1ccccc1c2 (substrate), C[Mg]Br (effective_coupling_partner). The reagents and catalysts are PCy3. Reaction conditions: temperature 80 celsius, time 20 minute. Product: Cc2ccc1ccccc1c2.